From a dataset of the Open Reaction Database (ORD), a public repository of structured organic reaction records. describe an organic reaction: reactants, conditions, products, and yield Reactants: COc1ccc(Cl)c(N)c1, FC(F)(F)c1cc(Cl)nc(-c2ccncc2)n1. The product is COc1ccc(Cl)c(Nc2cc(C(F)(F)F)nc(-c3ccncc3)n2)c1. Reaction SMILES: [Cl:18][c:19]1[c:20]([NH2:21])[cH:22][c:23]([O:26][CH3:27])[cH:24][cH:25]1.[Cl:1][c:2]1[n:3][c:4](-[c:12]2[cH:13][cH:14][n:15][cH:16][cH:17]2)[n:5][c:6]([C:8]([F:9])([F:10])[F:11])[cH:7]1>>[c:2]1([NH:21][c:20]2[c:19]([Cl:18])[cH:25][cH:24][c:23]([O:26][CH3:27])[cH:22]2)[n:3][c:4](-[c:12]2[cH:13][cH:14][n:15][cH:16][cH:17]2)[n:5][c:6]([C:8]([F:9])([F:10])[F:11])[cH:7]1. Reactants: CC(=O)Cl, Cl, O=C(NC1CCNCC1)c1c[nH]c2c(-c3cc(F)c(OC(F)F)cc3OCC3CC3)ncnc12. The product is CC(=O)N1CCC(NC(=O)c2c[nH]c3c(-c4cc(F)c(OC(F)F)cc4OCC4CC4)ncnc23)CC1. Reaction SMILES: [CH3:36][C:37]([Cl:38])=[O:39].[ClH:1].[NH:2]1[CH2:3][CH2:4][CH:5]([NH:8][C:9](=[O:10])[c:11]2[cH:12][nH:13][c:14]3[c:15]2[n:16][cH:17][n:18][c:19]3-[c:20]2[c:21]([O:31][CH2:32][CH:33]3[CH2:34][CH2:35]3)[cH:22][c:23]([O:27][CH:28]([F:29])[F:30])[c:24]([F:26])[cH:25]2)[CH2:6][CH2:7]1>>[N:2]1([C:37]([CH3:36])=[O:39])[CH2:3][CH2:4][CH:5]([NH:8][C:9](=[O:10])[c:11]2[cH:12][nH:13][c:14]3[c:15]2[n:16][cH:17][n:18][c:19]3-[c:20]2[c:21]([O:31][CH2:32][CH:33]3[CH2:34][CH2:35]3)[cH:22][c:23]([O:27][CH:28]([F:29])[F:30])[c:24]([F:26])[cH:25]2)[CH2:6][CH2:7]1. Reactants: ClC1=CC=C(C=C1)C1(CCN(CC1)CCC=C1CC2=C(OC3=NC=CC=C31)C=CC=C2OCC(=O)OCC)O (4-(4-Chlorophenyl)-1-[3-(5,11-dihydro-7-ethoxycarbonylmethyloxy[1]benzoxepino[2,3-b]pyridin-5-ylidene)propyl]piperidin-4-ol), C(C1=CC=CC=C1)(=O)OCC1(CC1)COC1=CC=CC2=C1CC(C=1C(=NC=CC1)O2)=CCCN2CCC(CC2)(O)C2=CC=C(C=C2)Cl (1-[3-(7-((1-Benzoyloxymethyl)cyclopropyl)methoxy-5,11-dihydro [1]benzoxepino[2,3-b]pyridin-5-ylidene)propyl]-4-(4-chlorophenyl)piperidin-4-ol). The product is ClC1=CC=C(C=C1)C1(CCN(CC1)CCC=C1CC2=C(OC3=NC=CC=C31)C=CC=C2OCC2(CC2)CO)O (4-(4-Chlorophenyl)-1-[3-(5,11-dihydro-7-((1-hydroxymethyl)cyclopropyl)methoxy[1]benzoxepino[2,3-b]pyridin-5-ylidene)propyl]piperidin-4-ol). Reaction SMILES: ClC1C=CC(C2(O)CCN(CCC=C3C4C(=NC=CC=4)OC4C=CC=C(OCC(OCC)=O)C=4C3)CC2)=CC=1.C([O:48][CH2:49][C:50]1([CH2:53][O:54][C:55]2[C:60]3[CH2:61][C:62](=[CH:70][CH2:71][CH2:72][N:73]4[CH2:78][CH2:77][C:76]([C:80]5[CH:85]=[CH:84][C:83]([Cl:86])=[CH:82][CH:81]=5)([OH:79])[CH2:75][CH2:74]4)[C:63]4[C:64]([O:69][C:59]=3[CH:58]=[CH:57][CH:56]=2)=[N:65][CH:66]=[CH:67][CH:68]=4)[CH2:52][CH2:51]1)(=O)C1C=CC=CC=1>>[Cl:86][C:83]1[CH:84]=[CH:85][C:80]([C:76]2([OH:79])[CH2:75][CH2:74][N:73]([CH2:72][CH2:71][CH:70]=[C:62]3[C:63]4[C:64](=[N:65][CH:66]=[CH:67][CH:68]=4)[O:69][C:59]4[CH:58]=[CH:57][CH:56]=[C:55]([O:54][CH2:53][C:50]5([CH2:49][OH:48])[CH2:51][CH2:52]5)[C:60]=4[CH2:61]3)[CH2:78][CH2:77]2)=[CH:81][CH:82]=1. Procedure: The titled compound was prepared by following the procedure of example 133, but replacing the product of example 48 with the product of step 1. Starting materials: [K+].N1C(C[C@H](C1)SC=1[C@@H]([C@H]2N(C1C(=O)[O-])C([C@@H]2[C@@H](C)O)=O)C)=S ((1R, 5S, 6S)-2-[(4R)-pyrrolidine-2- thion-4-ylthio]-6-[(1R)-1-hydroxyethyl]-1-methylcarbapen-2- em-3-carboxylic acid potassium salt), CN(C=O)C (N,N-dimethylformamide), C([O-])([O-])=O.[K+].[K+] (potassium carbonate), C(C(C)C)(=O)OCI (isobutyryloxymethyl iodide). Solvent: C(C)(=O)OCC (ethyl acetate). Conditions: time 30 minute. Product: C(C(C)C)(=O)OCOC(=O)C1=C([C@@H]([C@H]2N1C([C@@H]2[C@@H](C)O)=O)C)S[C@@H]2CC(NC2)=S ((1R, 5S, 6S)-2-[(4R)-pyrrolidine-2-thion-4-ylthio]-6-[(1R)-1-hydroxyethyl]-1-methylcarbapen-2-em-3-carboxylic acid isobutyryloxymethyl ester). Isolated yield 30.3%. As a reaction SMILES: [K+].[NH:2]1[CH2:6][C@H:5]([S:7][C:8]2[C@H:9]([CH3:22])[C@@H:10]3[C@@H:17]([C@H:18]([OH:20])[CH3:19])[C:16](=[O:21])[N:11]3[C:12]=2[C:13]([O-:15])=[O:14])[CH2:4][C:3]1=[S:23].CN(C)C=O.C(=O)([O-])[O-].[K+].[K+].[C:35]([O:40][CH2:41]I)(=[O:39])[CH:36]([CH3:38])[CH3:37]>C(OCC)(=O)C>[C:35]([O:40][CH2:41][O:14][C:13]([C:12]1[N:11]2[C:16](=[O:21])[C@H:17]([C@H:18]([OH:20])[CH3:19])[C@H:10]2[C@@H:9]([CH3:22])[C:8]=1[S:7][C@H:5]1[CH2:6][NH:2][C:3](=[S:23])[CH2:4]1)=[O:15])(=[O:39])[CH:36]([CH3:38])[CH3:37] |f:0.1,3.4.5|. Procedure: To a mixture of (1R, 5S, 6S)-2-[(4R)-pyrrolidine-2- thion-4-ylthio]-6-[(1R)-1-hydroxyethyl]-1-methylcarbapen-2- em-3-carboxylic acid potassium salt (0.34 g), N,N-dimethylformamide (3 ml) and potassium carbonate (0.12 g) is added dropwise isobutyryloxymethyl iodide (0.27 g) under ice cooling. After stirring the mixture at the same temperature for 30 minutes, ethyl acetate (10 ml) is added to the reaction mixture, and the mixture is washed with water, and the organic layer is dried and evaporated ... The reactants are FC(C(=O)O)(F)F.ClC1=NC=C(C(=N1)NC1=CC(=CC=C1)NCC1=CC(=CC=C1)[N+](=O)[O-])Cl (N-(2,5-dichloropyrimidin-4-yl)-N′-(3-nitrobenzyl)benzene-1,3-diamine trifluoroacetate), O (water). Reagents/catalysts: [Fe] (iron), [Fe] (iron). Solvent: CO (methanol), C(C)(=O)O (acetic acid), CO (methanol). Reaction conditions: temperature 25 celsius, time 1 hour. Product: NC=1C=C(CNC2=CC(=CC=C2)NC2=NC(=NC=C2Cl)Cl)C=CC1 (N-(3-Aminobenzyl)-N′-(2,5-dichloropyrimidin-4-yl)benzene-1,3-diamine), crude residue. As a reaction SMILES: FC(F)(F)C(O)=O.[Cl:8][C:9]1[N:14]=[C:13]([NH:15][C:16]2[CH:21]=[CH:20][CH:19]=[C:18]([NH:22][CH2:23][C:24]3[CH:29]=[CH:28][CH:27]=[C:26]([N+:30]([O-])=O)[CH:25]=3)[CH:17]=2)[C:12]([Cl:33])=[CH:11][N:10]=1.O>CO.C(O)(=O)C.[Fe]>[NH2:30][C:26]1[CH:25]=[C:24]([CH:29]=[CH:28][CH:27]=1)[CH2:23][NH:22][C:18]1[CH:19]=[CH:20][CH:21]=[C:16]([NH:15][C:13]2[C:12]([Cl:33])=[CH:11][N:10]=[C:9]([Cl:8])[N:14]=2)[CH:17]=1 |f:0.1|. Procedure: A solution of N-(2,5-dichloropyrimidin-4-yl)-N′-(3-nitrobenzyl)benzene-1,3-diamine trifluoroacetate (67 mg, 0.13 mmol) in methanol (0.51 mL), acetic acid (0.20 mL), and water (0.10 mL) was treated with iron (30 mg, 0.53 mmol) and stirred at 25° C. for 1 h. The reaction mixture was treated with additional iron (25 mg, 0.45 mmol) and stirred at 25° C. for 16 h. The reaction mixture was diluted with methanol (2 mL) and celite was added. The resulting suspension was filtered through a pad of celite ...